From a dataset of the Open Reaction Database (ORD), a public repository of structured organic reaction records. describe an organic reaction: reactants, conditions, products, and yield Reactants: C([O-])(O)=O.[Na+] (sodium bicarbonate), C(#N)[BH3-].[Na+] (sodium cyanoborohydride), C(C1=CC=CC=C1)N1CCC(CC1)N(C1=NC(=CC=C1[N+](=O)[O-])F)CC (1-Benzyl-4-[N-ethyl-N-(6-fluoro-3-(nitro)-2-pyridinyl)amino]piperidine), CC(=O)C (acetone), C(C)(=O)O (acetic acid), C(C1=CC=CC=C1)N1CCC(CC1)N(C1=NC(=CC=C1N)F)CC (1-benzyl-4-[N-ethyl-N-(6-fluoro-3-(amino)-2-pyridinyl)amino]piperidine). Reagents/catalysts: [Pt]=O (platinum oxide). Run in C(C)O (ethanol), CO (methanol). Conditions: time 1 hour. Yields the product C(C1=CC=CC=C1)N1CCC(CC1)N(C1=NC(=CC=C1NC(C)C)F)CC (1-Benzyl-4-[N-ethyl-N-(6-fluoro-3-(isopropylamino)-2-pyridinyl)amino]piperidine). RXN SMILES: [CH2:1]([N:8]1[CH2:13][CH2:12][CH:11]([N:14]([CH2:25][CH3:26])[C:15]2[C:20]([N+:21]([O-])=O)=[CH:19][CH:18]=[C:17]([F:24])[N:16]=2)[CH2:10][CH2:9]1)[C:2]1[CH:7]=[CH:6][CH:5]=[CH:4][CH:3]=1.[CH2:27](N1CCC(N(CC)C2C(N)=CC=C(F)N=2)CC1)[C:28]1C=CC=C[CH:29]=1.CC(C)=O.C(O)(=O)C.C([BH3-])#N.[Na+].C(=O)(O)[O-].[Na+]>C(O)C.CO.[Pt]=O>[CH2:1]([N:8]1[CH2:13][CH2:12][CH:11]([N:14]([CH2:25][CH3:26])[C:15]2[C:20]([NH:21][CH:28]([CH3:29])[CH3:27])=[CH:19][CH:18]=[C:17]([F:24])[N:16]=2)[CH2:10][CH2:9]1)[C:2]1[CH:7]=[CH:6][CH:5]=[CH:4][CH:3]=1 |f:4.5,6.7|. Reported procedure: 1-Benzyl-4-[N-ethyl-N-(6-fluoro-3-(nitro)-2-pyridinyl)amino]piperidine (EXAMPLE 195, 3.0 g, 8.37 mmol) is dissolved in ethanol (500 ml) and 0.75 g of platinum oxide is added. The reaction is placed on a Parr hydrogenator at 10 psi for 1 hr and then filtered through diatomaceous earth and concentrated under reduced pressure. The crude 1-benzyl-4-[N-ethyl-N-(6-fluoro-3-(amino)-2-pyridinyl)amino]piperidine (3.0 g, 9.13 mmol) is immediately dissolved in methanol (18 ml) and acetone (0.74 ml, 10.04 m... Reactants: Cc1nc(N(C)c2ccc([N+](=O)[O-])cc2)c2ccccc2n1, CCOC(C)=O. Product: Cc1nc(N(C)c2ccc(N)cc2)c2ccccc2n1. As a reaction SMILES: [CH3:1][c:2]1[n:3][c:4]2[cH:5][cH:6][cH:7][cH:8][c:9]2[c:10]([N:12]([CH3:13])[c:14]2[cH:15][cH:16][c:17]([N+:20]([O-:21])=[O:22])[cH:18][cH:19]2)[n:11]1.[CH3:23][CH2:24][O:25][C:26](=[O:27])[CH3:28]>>[CH3:1][c:2]1[n:3][c:4]2[cH:5][cH:6][cH:7][cH:8][c:9]2[c:10]([N:12]([CH3:13])[c:14]2[cH:15][cH:16][c:17]([NH2:20])[cH:18][cH:19]2)[n:11]1. Reactants: C1(=CC=CC=C1)CCN1CCN(CC1)C1=CC=CC=2SC(=CC21)CO (4- [4- (2-phenylethyl ) -1-piperazinyl]benzo[b]thiophene-2-methanol), C1(=CC=CC=C1)P(C1=CC=CC=C1)C1=CC=CC=C1 (triphenylphosphine), C1(C=2C(C(N1)=O)=CC=CC2)=O (phthalimide), N(=NC(=O)OCC)C(=O)OCC (diethyl azodicarboxylate), product, Cl (hydrochloric acid). Run in O1CCCC1 (tetrahydrofuran), C(C)(=O)O (acetic acid), ClCCl (dichloromethane), C(C)O (ethanol), ClCCl (dichloromethane). Run at temperature 0 celsius, time 20 minute. Yields the product Cl.C(CC1=CC=CC=C1)N1CCN(CC1)C1=CC=CC=2SC(=CC21)CN2C(C1=CC=CC=C1C2=O)=O (2-[4-(4-phenethyl-piperazin-1-yl)-benzo[b]thiophen-2-ylmethyl]-isoindole-1,3-dione hydrochloride). Reaction SMILES: [C:1]1([CH2:7][CH2:8][N:9]2[CH2:14][CH2:13][N:12]([C:15]3[C:23]4[CH:22]=[C:21]([CH2:24]O)[S:20][C:19]=4[CH:18]=[CH:17][CH:16]=3)[CH2:11][CH2:10]2)[CH:6]=[CH:5][CH:4]=[CH:3][CH:2]=1.C1(P(C2C=CC=CC=2)C2C=CC=CC=2)C=CC=CC=1.[C:45]1(=[O:55])[NH:49][C:48](=[O:50])[C:47]2=[CH:51][CH:52]=[CH:53][CH:54]=[C:46]12.N(C(OCC)=O)=NC(OCC)=O.[ClH:68]>ClCCl.C(O)C.C(O)(=O)C.O1CCCC1>[ClH:68].[CH2:8]([N:9]1[CH2:10][CH2:11][N:12]([C:15]2[C:23]3[CH:22]=[C:21]([CH2:24][N:49]4[C:45](=[O:55])[C:46]5[C:47](=[CH:51][CH:52]=[CH:53][CH:54]=5)[C:48]4=[O:50])[S:20][C:19]=3[CH:18]=[CH:17][CH:16]=2)[CH2:13][CH2:14]1)[CH2:7][C:1]1[CH:2]=[CH:3][CH:4]=[CH:5][CH:6]=1 |f:9.10|. Procedure: Anhydrous tetrahydrofuran (30 mL) was added to a flask containing 4- [4- (2-phenylethyl ) -1-piperazinyl]benzo[b]thiophene-2-methanol (3.20 g, 9.08 mmol), triphenylphosphine (2.50 g, 9.53 mmol) and phthalimide (1.40 g, 9.53 mmol). The reaction was cooled to 0° C. in an ice bath and diethyl azodicarboxylate (1.5 mL, 9.53 mmol) was added over 3 min. The bath was removed after stirring under nitrogen for 20 min and allowed to stir at room temperature for 15.5 h. The reaction was concentrated in vac... Starting materials: OC1=C(C=CC(=C1CCC)O)C(C)=O (1-(2,4-dihydroxy-3-propylphenyl)ethanone), ClCl (chlorine). Run in C(Cl)(Cl)Cl (chloroform), C(Cl)(Cl)Cl (chloroform). Conditions: time 2.5 hour. Yields the product ClC=1C(=C(C(=C(C1)C(C)=O)O)CCC)O (1-(5-chloro-2,4-dihydroxy-3-propylphenyl)ethanone). Yield: 51.0%. Reaction SMILES: [OH:1][C:2]1[C:7]([CH2:8][CH2:9][CH3:10])=[C:6]([OH:11])[CH:5]=[CH:4][C:3]=1[C:12](=[O:14])[CH3:13].[Cl:15]Cl>C(Cl)(Cl)Cl>[Cl:15][C:5]1[C:6]([OH:11])=[C:7]([CH2:8][CH2:9][CH3:10])[C:2]([OH:1])=[C:3]([C:12](=[O:14])[CH3:13])[CH:4]=1. Procedure details: To a solution of 5.0 g (0.026 mol) of 1-(2,4-dihydroxy-3-propylphenyl)ethanone in 125 ml of chloroform was added 32.3 ml of (0.030 mol) 0.94M chlorine in chloroform dropwise at 25°. The mixture was stirred at 25° for 2.5 hours. The solvent was removed in vacuo and the residue was extracted with hot hexane. The hexane extract was boiled down to 100 ml and allowed to crystallize. Filtration gave 3.0 g, melting point 96°. (51% yield) of 1-(5-chloro-2,4-dihydroxy-3-propylphenyl)ethanone. The reactants are [OH-].[Na+] (sodium hydroxide), C(C)OCCNC1=C(C=CC=C1)[N+](=O)[O-] (N-(2-ethoxyethyl)-2-nitroaniline), C(C)O (ethanol), C(C)(=O)OCC (ethyl acetate). The reagents and catalysts are [Zn] (zinc), [Zn] (zinc). Solvent: O (water). Reaction conditions: time 30 minute. Yields the product C(C)OCCC1(C(C=CC=C1)N)N (1-(2-ethoxyethyl)-1,2-phenylenediamine). As a reaction SMILES: C(OCC[NH:6][C:7]1[CH:12]=[CH:11][CH:10]=[CH:9][C:8]=1[N+:13]([O-])=O)C.C(O)C.[OH-].[Na+].[C:21]([O:24][CH2:25][CH3:26])(=O)[CH3:22]>O.[Zn]>[CH2:21]([O:24][CH2:25][CH2:26][C:7]1([NH2:6])[CH:12]=[CH:11][CH:10]=[CH:9][CH:8]1[NH2:13])[CH3:22] |f:2.3|. Reported procedure: Combine N-(2-ethoxyethyl)-2-nitroaniline (85.4 g, 406 mmol) and ethanol (300 mL). Add a solution of sodium hydroxide (6 g) in water (60 mL). Heat to reflux. Remove the heating and add portionwise zinc metal (106 g, 1.62 mol) at a rate such that the reaction is maintained at reflux. After the addition of zinc metal is complete stir for 30 minutes. Filter the reaction mixture and rinse with water. Extract the filtrate three times with ethyl acetate. Dry the combined organic layers over Na2SO4, fil... Reactants: BrC=1C=C(C=NC1)C1=CC(=NC(=C1)C(C)(C)O)C1=NC=CC=C1 (2-(5″-Bromo-[2,2′;4′,3″]terpyridin-6′-yl)-propan-2-ol), C(C)#N (acetonitrile), [OH-].[Na+] (sodium hydroxide). Solvent: C(Cl)Cl (DCM). Conditions: temperature 85 celsius. Product: BrC=1C=C(C=NC1)C1=CC(=NC(=C1)C(C)(C)NC(C)=O)C1=NC=CC=C1 (N-[1-(5″-Bromo-[2,2′;4′,3″]terpyridin-6′-yl)-1-methyl-ethyl]-acetamide). As a reaction SMILES: [Br:1][C:2]1[CH:3]=[C:4]([C:8]2[CH:13]=[C:12]([C:14](O)([CH3:16])[CH3:15])[N:11]=[C:10]([C:18]3[CH:23]=[CH:22][CH:21]=[CH:20][N:19]=3)[CH:9]=2)[CH:5]=[N:6][CH:7]=1.[OH-:24].[Na+].[C:26](#[N:28])[CH3:27]>C(Cl)Cl>[Br:1][C:2]1[CH:3]=[C:4]([C:8]2[CH:13]=[C:12]([C:14]([NH:28][C:26](=[O:24])[CH3:27])([CH3:16])[CH3:15])[N:11]=[C:10]([C:18]3[CH:23]=[CH:22][CH:21]=[CH:20][N:19]=3)[CH:9]=2)[CH:5]=[N:6][CH:7]=1 |f:1.2|. Reported procedure: To a solution of 2-(5″-Bromo-[2,2′;4′,3″]terpyridin-6′-yl)-propan-2-ol (Example 2.80; step1) (1 eq, 0.135 mmol, 50 mg) in acetonitrile (2 ml) is added tetrafluoroboric acid diethyl ether complex (3.5 eq, 0.473 mmol, 0.06 ml) and the reaction mixture is heated at 85° C. overnight. The pH of the reaction mixture is adjusted to 8-9 by addition of sodium hydroxide (2M). The solution is dissolved in DCM and washed with water. The combined organic extracts are washed with brine, dried over MgSO4 and c... Reaction conditions: temperature 120 celsius. The reagents and catalysts are C=1C=CC(=CC1)[P](C=2C=CC=CC2)(C=3C=CC=CC3)[Pd]([P](C=4C=CC=CC4)(C=5C=CC=CC5)C=6C=CC=CC6)([P](C=7C=CC=CC7)(C=8C=CC=CC8)C=9C=CC=CC9)[P](C=1C=CC=CC1)(C=1C=CC=CC1)C=1C=CC=CC1 (tetrakis(triphenylphosphine)palladium(0)). The product is CN1N=CC(=C1C)CN1CCN(CC1)C1=NC=CN=C1C1=CC=C(C=C1)C(C)=O (1-{4-[4-(1,5-dimethyl-1H-pyrazol-4-ylmethyl)-3,4,5,6-tetrahydro-2H-[1,2′]bipyrazinyl-3′-yl]-phenyl}-ethanone). Procedure details: Dissolve 3′-chloro-4-(1,5-dimethyl-1H-pyrazol-4-ylmethyl)-3,4,5,6-tetrahydro-2H-[1,2′]bipyrazinyl (921 mg, 3.0 mmol) in N,N-dimethylacetamide (6 mL). Add potassium carbonate (996 mg, 7.2 mmol), 4-acetylbenzene boronic acid (590 mg, 3.6 mmol), tetrakis(triphenylphosphine)palladium(0) (0.0174 g, 0.015 mmol), then water (3 mL). Heat at 120° C. for 17 hr., then cool to room temperature, add water (15 mL) and extract with DCM (3×20 mL). Pass the combined DCM extracts through an IST Phase Separator Fr... RXN SMILES: Cl[C:2]1[C:3]([N:8]2[CH2:13][CH2:12][N:11]([CH2:14][C:15]3[CH:16]=[N:17][N:18]([CH3:21])[C:19]=3[CH3:20])[CH2:10][CH2:9]2)=[N:4][CH:5]=[CH:6][N:7]=1.C(=O)([O-])[O-].[K+].[K+].[C:28]([C:31]1[CH:36]=[CH:35][C:34](B(O)O)=[CH:33][CH:32]=1)(=[O:30])[CH3:29].O>CN(C)C(=O)C.C1C=CC([P]([Pd]([P](C2C=CC=CC=2)(C2C=CC=CC=2)C2C=CC=CC=2)([P](C2C=CC=CC=2)(C2C=CC=CC=2)C2C=CC=CC=2)[P](C2C=CC=CC=2)(C2C=CC=CC=2)C2C=CC=CC=2)(C2C=CC=CC=2)C2C=CC=CC=2)=CC=1>[CH3:21][N:18]1[C:19]([CH3:20])=[C:15]([CH2:14][N:11]2[CH2:12][CH2:13][N:8]([C:3]3[C:2]([C:34]4[CH:35]=[CH:36][C:31]([C:28](=[O:30])[CH3:29])=[CH:32][CH:33]=4)=[N:7][CH:6]=[CH:5][N:4]=3)[CH2:9][CH2:10]2)[CH:16]=[N:17]1 |f:1.2.3,^1:50,52,71,90|. Isolated yield 96.9%. Reactants: O (water), ClC=1C(=NC=CN1)N1CCN(CC1)CC=1C=NN(C1C)C (3′-chloro-4-(1,5-dimethyl-1H-pyrazol-4-ylmethyl)-3,4,5,6-tetrahydro-2H-[1,2′]bipyrazinyl), C([O-])([O-])=O.[K+].[K+] (potassium carbonate), C(C)(=O)C1=CC=C(C=C1)B(O)O (4-acetylbenzene boronic acid), O (water). Run in CN(C(C)=O)C (N,N-dimethylacetamide).